From a dataset of the Open Reaction Database (ORD), a public repository of structured organic reaction records. describe an organic reaction: reactants, conditions, products, and yield The reactants are C([O-])([O-])=O.[Na+].[Na+] (sodium carbonate), ClC=1C=C2C(=CNC2=CC1)CCNC(C1=CC(=CC=C1)I)=O (N-(2-(5-chloro-1H-indol-3-yl)ethyl)-3-iodobenzamide), C(#N)C=1C=C(C=CC1)B(O)O (3-cyanophenylboronic acid). Reagents/catalysts: C=1C=CC(=CC1)[P](C=2C=CC=CC2)(C=3C=CC=CC3)[Pd]([P](C=4C=CC=CC4)(C=5C=CC=CC5)C=6C=CC=CC6)([P](C=7C=CC=CC7)(C=8C=CC=CC8)C=9C=CC=CC9)[P](C=1C=CC=CC1)(C=1C=CC=CC1)C=1C=CC=CC1 (tetrakis(triphenylphosphine)palladium). Run in C(OC)COC (dimethoxyethane), O (water). The product is eluent, ClC=1C=C2C(=CNC2=CC1)CCNC(=O)C=1C=C(C=CC1)C1=CC(=CC=C1)C#N (N-(2-(5-chloro-1H-indol-3-yl)ethyl)-3′-cyanobiphenyl-3-carboxamide). Isolated yield 49.7%. RXN SMILES: [Cl:1][C:2]1[CH:3]=[C:4]2[C:8](=[CH:9][CH:10]=1)[NH:7][CH:6]=[C:5]2[CH2:11][CH2:12][NH:13][C:14](=[O:22])[C:15]1[CH:20]=[CH:19][CH:18]=[C:17](I)[CH:16]=1.[C:23]([C:25]1[CH:26]=[C:27](B(O)O)[CH:28]=[CH:29][CH:30]=1)#[N:24].C(=O)([O-])[O-].[Na+].[Na+]>C(COC)OC.O.C1C=CC([P]([Pd]([P](C2C=CC=CC=2)(C2C=CC=CC=2)C2C=CC=CC=2)([P](C2C=CC=CC=2)(C2C=CC=CC=2)C2C=CC=CC=2)[P](C2C=CC=CC=2)(C2C=CC=CC=2)C2C=CC=CC=2)(C2C=CC=CC=2)C2C=CC=CC=2)=CC=1>[Cl:1][C:2]1[CH:3]=[C:4]2[C:8](=[CH:9][CH:10]=1)[NH:7][CH:6]=[C:5]2[CH2:11][CH2:12][NH:13][C:14]([C:15]1[CH:16]=[C:17]([C:29]2[CH:28]=[CH:27][CH:26]=[C:25]([C:23]#[N:24])[CH:30]=2)[CH:18]=[CH:19][CH:20]=1)=[O:22] |f:2.3.4,^1:50,52,71,90|. Reported procedure: N-(2-(5-chloro-1H-indol-3-yl)ethyl)-3′-cyanobiphenyl-3-carboxamide was prepared according to method B with N-(2-(5-chloro-1H-indol-3-yl)ethyl)-3-iodobenzamide (0.075 g; 0.176 mmol), 3-cyanophenylboronic acid (0.027 g; 0.180 mmol), tetrakis(triphenylphosphine)palladium (0.010 g; 0.009 mmol), sodium carbonate (0.037 g; 0.353 mmol), in dimethoxyethane (3 mL) and water (1 mL), irradiated in a microwave oven at 130° C. for 15 minutes. Flash chromatography on silica gel (eluent 2 to 20% ethyl acetate ... Reactants: N1CCC(=CC1)C1=CC=C(C=C1)NC(=O)N1CC=2C=NC=CC2C1 (N-(4-(1,2,3,6-tetrahydropyridin-4-yl)phenyl)-1H-pyrrolo[3,4-c]pyridine-2(3H)-carboxamide), O1CCC(CC1)C=O (tetrahydro-2H-pyran-4-carbaldehyde). Product: O1CCC(CC1)CN1CCC(CC1)C1=CC=C(C=C1)NC(=O)N1CC=2C=NC=CC2C1 (N-{4-[1-(tetrahydro-2H-pyran-4-ylmethyl)piperidin-4-yl]phenyl}-1,3-dihydro-2H-pyrrolo[3,4-c]pyridine-2-carboxamide). Reaction SMILES: [NH:1]1[CH2:6][CH:5]=[C:4]([C:7]2[CH:12]=[CH:11][C:10]([NH:13][C:14]([N:16]3[CH2:24][C:23]4[CH:22]=[CH:21][N:20]=[CH:19][C:18]=4[CH2:17]3)=[O:15])=[CH:9][CH:8]=2)[CH2:3][CH2:2]1.[O:25]1[CH2:30][CH2:29][CH:28]([CH:31]=O)[CH2:27][CH2:26]1>>[O:25]1[CH2:30][CH2:29][CH:28]([CH2:31][N:1]2[CH2:2][CH2:3][CH:4]([C:7]3[CH:12]=[CH:11][C:10]([NH:13][C:14]([N:16]4[CH2:24][C:23]5[CH:22]=[CH:21][N:20]=[CH:19][C:18]=5[CH2:17]4)=[O:15])=[CH:9][CH:8]=3)[CH2:5][CH2:6]2)[CH2:27][CH2:26]1. Reported procedure: The title compound was prepared as described in Example 926, substituting N-(4-(piperidin-4-yl)phenyl)-1H-pyrrolo[3,4-c]pyridine-2(3H)-carboxamide for N-(4-(1,2,3,6-tetrahydropyridin-4-yl)phenyl)-1H-pyrrolo[3,4-c]pyridine-2(3H)-carboxamide and tetrahydro-2H-pyran-4-carbaldehyde for isobutraldehyde. 1H NMR (400 MHz, DMSO-d6) δ ppm 8.60 (s, 1H), 8.49 (d, J=5.0 Hz, 1H), 8.33 (s, 1H), 7.44 (m, 3H), 7.12 (m, 2H), 4.79 (m, 4H), 3.83 (m, 2H), 3.27 (m, 2H), 2.92 (m, 2H), 2.40 (m, 1H), 2.14 (d, J=7.2 Hz,... Reactants: [BH4-], C1CCOC1, C[Si](C)(C)Cl, [Li+], NC(C(=O)O)c1cccc(Cl)c1. Yields the product NC(CO)c1cccc(Cl)c1. RXN SMILES: [BH4-:1].[CH2:20]1[O:21][CH2:22][CH2:23][CH2:24]1.[Cl:3][Si:4]([CH3:5])([CH3:6])[CH3:7].[Li+:2].[NH2:8][CH:9]([C:10](=[O:11])[OH:12])[c:13]1[cH:14][c:15]([Cl:19])[cH:16][cH:17][cH:18]1>>[NH2:8][CH:9]([CH2:10][OH:11])[c:13]1[cH:14][c:15]([Cl:19])[cH:16][cH:17][cH:18]1. Reactants: BrC=1C(=NC=C(C1)F)C#N (3-bromo-5-fluoropyridine-2-carbonitrile), N[C@H]1[C@H](CCCC1)NC(OC(C)(C)C)=O (tert-butyl [(1S,2R)-2-aminocyclohexyl]carbamate), CCN(C(C)C)C(C)C (DIPEA). Run in ClCCl (dichloromethane). Reaction conditions: temperature 110 celsius, time 14 hour. Yields the product BrC=1C=C(C=NC1C#N)N[C@H]1[C@H](CCCC1)NC(OC(C)(C)C)=O (tert-butyl {(1S,2R)-2-[(5-bromo-6-cyanopyridin-3-yl)amino]cyclohexyl}carbamate). Reaction SMILES: [Br:1][C:2]1[C:3]([C:9]#[N:10])=[N:4][CH:5]=[C:6](F)[CH:7]=1.[NH2:11][C@@H:12]1[CH2:17][CH2:16][CH2:15][CH2:14][C@@H:13]1[NH:18][C:19](=[O:25])[O:20][C:21]([CH3:24])([CH3:23])[CH3:22].CCN(C(C)C)C(C)C>ClCCl>[Br:1][C:2]1[CH:7]=[C:6]([NH:11][C@@H:12]2[CH2:17][CH2:16][CH2:15][CH2:14][C@@H:13]2[NH:18][C:19](=[O:25])[O:20][C:21]([CH3:23])([CH3:22])[CH3:24])[CH:5]=[N:4][C:3]=1[C:9]#[N:10]. Procedure details: To a flask were added 3-bromo-5-fluoropyridine-2-carbonitrile (14.8 g, 73.5 mmol), tert-butyl [(1S,2R)-2-aminocyclohexyl]carbamate (15 g, 70 mmol) and DIPEA (49 mL, 280 mmol). The resulting mixture was heated at 110° C. After 14 hours, the reaction mixture was cooled to room temperature, diluted with dichloromethane, absorbed on silica gel, and purified via silica gel chromatography to afford tert-butyl {(1S,2R)-2-[(5-bromo-6-cyanopyridin-3-yl)amino]cyclohexyl}carbamate. 1H NMR (600 MHz, DMSO-d6... Reactants: S1C(=CC=C1)CNCCOC1=C(C(=CC=C1)N)N (3-{2-[(thiophen-2-ylmethyl)-amino]-ethoxy}-benzene-1,2-diamine), C(=O)O (formic acid). The product is S1C(=CC=C1)CNCCOC1=CC=CC=2NC=NC21 (Thiophen-2-ylmethyl-[2-(1H-benzoimidazol-4-yloxy)-ethyl]-amine). Reaction SMILES: [S:1]1[CH:5]=[CH:4][CH:3]=[C:2]1[CH2:6][NH:7][CH2:8][CH2:9][O:10][C:11]1[CH:16]=[CH:15][CH:14]=[C:13]([NH2:17])[C:12]=1[NH2:18].[CH:19](O)=O>>[S:1]1[CH:5]=[CH:4][CH:3]=[C:2]1[CH2:6][NH:7][CH2:8][CH2:9][O:10][C:11]1[C:12]2[N:18]=[CH:19][NH:17][C:13]=2[CH:14]=[CH:15][CH:16]=1. Procedure: The general procedures used in example 2 utilizing 3-{2-[(thiophen-2-ylmethyl)-amino]-ethoxy}-benzene-1,2-diamine (4c) and formic acid afforded: The product is C(=O)(O)COC1=C(CN2C(=C(C3=CC(=CC=C23)OCCC)C2=CC3=C(C=C2)OCO3)C(=O)O)C=CC(=C1)OC (1-(2-Carboxymethoxy-4-methoxybenzyl)-3-(3,4-methlenedioxyphenyl)-5-(prop-1-yloxy)indole-2-carboxylic acid). Run in CN(C)C=O (DMF), CN(C)C=O (DMF). Conditions: time 30 minute. Starting materials: C(=O)(OCC)COC1=C(CN2C(=C(C3=CC(=CC=C23)OCCC)C2=CC3=C(C=C2)OCO3)C(=O)OCC)C=CC(=C1)OC (Ethyl 1-(2-Carboethoxymethoxy-4-methoxybenzyl)-3-(3,4-methlenedioxyphenyl)-5-(prop-1-yloxy)indole-2-carboxylate), C(=O)(OCC)COC1=C(CN2C(=C(C3=CC(=CC=C23)O)C2=CC3=C(C=C2)OCO3)C(=O)OCC)C=CC(=C1)OC (ethyl 1-(2-carboethoxymethoxy-4-methoxybenzyl)-5-hydroxy-3-(3,4-methylenedioxyphenyl)indole-2-carboxylate), [H-].[Na+] (NaH), ICCC (1-iodopropane). Reported procedure: Ethyl 1-(2-Carboethoxymethoxy-4-methoxybenzyl)-3-(3,4-methlenedioxyphenyl)-5-(prop-1-yloxy)indole-2-carboxylate. To a solution of ethyl 1-(2-carboethoxymethoxy-4-methoxybenzyl)-5-hydroxy-3-(3,4-methylenedioxyphenyl)indole-2-carboxylate (175 mg, 0.30 mmol) in DMF stirred at ice bath temperature under an argon atmosphere was added a slurry of NaH (11 mg of 80% oil dispersion, 0.36 mmol, oil removed by pentane wash) in DMF (1 mL). After 15 min at ice bath temperature, 1-iodopropane (0.255 g, 1.5 mm... RXN SMILES: [C:1]([CH2:6][O:7][C:8]1[CH:41]=[C:40]([O:42][CH3:43])[CH:39]=[CH:38][C:9]=1[CH2:10][N:11]1[C:19]2[C:14](=[CH:15][C:16]([O:20][CH2:21][CH2:22][CH3:23])=[CH:17][CH:18]=2)[C:13]([C:24]2[CH:29]=[CH:28][C:27]3[O:30][CH2:31][O:32][C:26]=3[CH:25]=2)=[C:12]1[C:33]([O:35]CC)=[O:34])([O:3]CC)=[O:2].C(COC1C=C(OC)C=CC=1CN1C2C(=CC(O)=CC=2)C(C2C=CC3OCOC=3C=2)=C1C(OCC)=O)(OCC)=O.[H-].[Na+].ICCC>CN(C=O)C>[C:1]([CH2:6][O:7][C:8]1[CH:41]=[C:40]([O:42][CH3:43])[CH:39]=[CH:38][C:9]=1[CH2:10][N:11]1[C:19]2[C:14](=[CH:15][C:16]([O:20][CH2:21][CH2:22][CH3:23])=[CH:17][CH:18]=2)[C:13]([C:24]2[CH:29]=[CH:28][C:27]3[O:30][CH2:31][O:32][C:26]=3[CH:25]=2)=[C:12]1[C:33]([OH:35])=[O:34])([OH:3])=[O:2] |f:2.3|. Yield: 47.0%. The reactants are CN1N=C(C=2N=C(N=C(C21)O)C)C (1,3,5-trimethyl-1H-pyrazolo[4,3-d]pyrimidin-7-ol), P(Cl)(Cl)(Cl)(Cl)Cl (phosphorus pentachloride). Run in P(=O)(Cl)(Cl)Cl (phosphorus oxychloride). Yields the product ClC=1C2=C(N=C(N1)C)C(=NN2C)C (7-chloro-1,3,5-trimethyl-1H-pyrazolo[4,3-d]pyrimidine). Yield: 89.7%. RXN SMILES: [CH3:1][N:2]1[C:10]2[C:9](O)=[N:8][C:7]([CH3:12])=[N:6][C:5]=2[C:4]([CH3:13])=[N:3]1.P(Cl)(Cl)(Cl)(Cl)[Cl:15]>P(Cl)(Cl)(Cl)=O>[Cl:15][C:9]1[C:10]2[N:2]([CH3:1])[N:3]=[C:4]([CH3:13])[C:5]=2[N:6]=[C:7]([CH3:12])[N:8]=1. Procedure details: A mixture of 30.5 g (0.17 mol) of 1,3,5-trimethyl-1H-pyrazolo[4,3-d]pyrimidin-7-ol and 37 g (0.18 mol) of phosphorus pentachloride in 350 ml of phosphorus oxychloride is stirred under reflux for seven hours and the resulting solution is evaporated in vacuo. The solid residue is redissolved in 300 ml of methylenedichloride and stirred with 200 ml of a saturated aqueous solution of sodium bicarbonate. The organic layer is dried over MgSO4 and evaporated in vacuo to give 30 g (98%) of 7-chloro-1,3,... Starting materials: BrC=1C(=C(C=C2C(C(=CN(C12)C1CC1)C(=O)O)=O)F)F (8-bromo-1-cyclopropyl-6,7-difluoro-1,4-dihydro-4-oxo-3-quinolinecarboxylic acid), C(C)(C)(C)OC(=O)N[C@@H]1CNC[C@@H]1C (cis-3-t-butoxycarbonylamino-4-methylpyrrolidine), C1CCC2=NCCCN2CC1 (DBU). Solvent: C(C)#N (acetonitrile). Reaction conditions: time 2.5 hour. Product: N[C@@H]1CN(C[C@@H]1C)C1=C(C=C2C(C(=CN(C2=C1Br)C1CC1)C(=O)O)=O)F (7-(cis-3-Amino-4-methyl-1-pyrrolidinyl)-8-bromo-1-cyclopropyl-6-fluoro-1,4-dihydro-4-oxo-3-quinolinecarboxylic acid). Isolated yield 25.6%. RXN SMILES: [Br:1][C:2]1[C:3](F)=[C:4]([F:19])[CH:5]=[C:6]2[C:11]=1[N:10]([CH:12]1[CH2:14][CH2:13]1)[CH:9]=[C:8]([C:15]([OH:17])=[O:16])[C:7]2=[O:18].C(OC([NH:28][C@H:29]1[C@@H:33]([CH3:34])[CH2:32][NH:31][CH2:30]1)=O)(C)(C)C.C1CCN2C(=NCCC2)CC1>C(#N)C>[NH2:28][C@H:29]1[C@@H:33]([CH3:34])[CH2:32][N:31]([C:3]2[C:2]([Br:1])=[C:11]3[C:6]([C:7](=[O:18])[C:8]([C:15]([OH:17])=[O:16])=[CH:9][N:10]3[CH:12]3[CH2:14][CH2:13]3)=[CH:5][C:4]=2[F:19])[CH2:30]1. Procedure details: A mixture of 8-bromo-1-cyclopropyl-6,7-difluoro-1,4-dihydro-4-oxo-3-quinolinecarboxylic acid (0.19 g), cis-3-t-butoxycarbonylamino-4-methylpyrrolidine (0.14 g), DBU (0.095 g) and anhydrous acetonitrile (5 ml) was refluxed for 2 hours and then concentrated. The resulting residue was dissolved in chloroform (70 ml), washed with 10% aqueous citric acid solution, water successively, dried over anhydrous sodium sulfate and then concentrated. To the resulting oily residue was added hot methanol to cry...